Dataset: the Open Reaction Database (ORD), a public repository of structured organic reaction records. Task: describe an organic reaction: reactants, conditions, products, and yield Starting materials: ClC1=NC=2C=CC=CC2C2=C1N=C(N2CC(C)C)C2=CC=CC=C2 (4-chloro-1-isobutyl-2-phenyl-1H-imidazo[4,5-c]quinoline), mixture, N (ammonia), CO (methanol). Product: O.C(C(C)C)N1C(=NC=2C(=NC=3C=CC=CC3C21)N)C2=CC=CC=C2 (1-isobutyl-2-phenyl-1H-imidazo[4,5-c]quinolin-4-amine hydrate). RXN SMILES: Cl[C:2]1[C:11]2[N:12]=[C:13]([C:19]3[CH:24]=[CH:23][CH:22]=[CH:21][CH:20]=3)[N:14]([CH2:15][CH:16]([CH3:18])[CH3:17])[C:10]=2[C:9]2[CH:8]=[CH:7][CH:6]=[CH:5][C:4]=2[N:3]=1.[NH3:25].C[OH:27]>>[OH2:27].[CH2:15]([N:14]1[C:10]2[C:9]3[CH:8]=[CH:7][CH:6]=[CH:5][C:4]=3[N:3]=[C:2]([NH2:25])[C:11]=2[N:12]=[C:13]1[C:19]1[CH:24]=[CH:23][CH:22]=[CH:21][CH:20]=1)[CH:16]([CH3:18])[CH3:17] |f:3.4|. Reported procedure: A mixture of 5.6 g (0.016 mole) of 4-chloro-1-isobutyl-2-phenyl-1H-imidazo[4,5-c]quinoline and 30 ml of a 20% mixture of ammonia in methanol was placed in a metal bomb and heated at 145°-150° C. for about 6 hours. After cooling, the solid was separated by filtration, washed with methanol and dried to provide 3.8 g of crude product. Recrystallization of the solid from ethanol provided 2.4 g of colorless 1-isobutyl-2-phenyl-1H-imidazo[4,5-c]quinolin-4-amine hydrate, melting point 194°-205° C. Anal... Starting materials: COc1ccc(CCN)cc1Br, CCCCO, CCCCCC, CCN(C(C)C)C(C)C, CCc1cnc(Cl)nc1. Yields the product CCc1cnc(NCCc2ccc(OC)c(Br)c2)nc1. RXN SMILES: [Br:1][c:2]1[cH:3][c:4]([CH2:10][CH2:11][NH2:12])[cH:5][cH:6][c:7]1[O:8][CH3:9].[CH2:37]([OH:38])[CH2:39][CH2:40][CH3:41].[CH3:31][CH2:32][CH2:33][CH2:34][CH2:35][CH3:36].[CH:22]([N:23]([CH2:24][CH3:25])[CH:26]([CH3:27])[CH3:28])([CH3:29])[CH3:30].[Cl:13][c:14]1[n:15][cH:16][c:17]([CH2:20][CH3:21])[cH:18][n:19]1>>[Br:1][c:2]1[cH:3][c:4]([CH2:10][CH2:11][NH:12][c:14]2[n:15][cH:16][c:17]([CH2:20][CH3:21])[cH:18][n:19]2)[cH:5][cH:6][c:7]1[O:8][CH3:9]. Starting materials: C(C)(C)(C)C1=NC2=C(N1CC1CCOCC1)C=CC(=C2)S(=O)(=O)Cl (2-tert-Butyl-1-(tetrahydro-2H-pyran-4-ylmethyl)-1H-benzimidazole-5-sulfonyl chloride), N1CC(CCC1)C(=O)OCC (ethyl piperidine-3-carboxylate). The reagents and catalysts are CN(C)C=1C=CN=CC1 (DMAP). Solvent: CC#N (MeCN). Conditions: time 8 hour. The product is C(C)(C)(C)C1=NC2=C(N1CC1CCOCC1)C=CC(=C2)S(=O)(=O)N2CC(CCC2)C(=O)OCC (ethyl 1-{[2-tert-butyl-1-(tetrahydro-2H-pyran-4-ylmethyl)-1H-benzimidazol-5-yl]sulfonyl}piperidine-3-carboxylate). As a reaction SMILES: [C:1]([C:5]1[N:9]([CH2:10][CH:11]2[CH2:16][CH2:15][O:14][CH2:13][CH2:12]2)[C:8]2[CH:17]=[CH:18][C:19]([S:21](Cl)(=[O:23])=[O:22])=[CH:20][C:7]=2[N:6]=1)([CH3:4])([CH3:3])[CH3:2].[NH:25]1[CH2:30][CH2:29][CH2:28][CH:27]([C:31]([O:33][CH2:34][CH3:35])=[O:32])[CH2:26]1>CN(C1C=CN=CC=1)C.CC#N>[C:1]([C:5]1[N:9]([CH2:10][CH:11]2[CH2:16][CH2:15][O:14][CH2:13][CH2:12]2)[C:8]2[CH:17]=[CH:18][C:19]([S:21]([N:25]3[CH2:30][CH2:29][CH2:28][CH:27]([C:31]([O:33][CH2:34][CH3:35])=[O:32])[CH2:26]3)(=[O:23])=[O:22])=[CH:20][C:7]=2[N:6]=1)([CH3:4])([CH3:3])[CH3:2]. Reported procedure: 2-tert-Butyl-1-(tetrahydro-2H-pyran-4-ylmethyl)-1H-benzimidazole-5-sulfonyl chloride (400 mg, 0.98 mmol) was added to a solution of ethyl piperidine-3-carboxylate (771 mg, 4.90 mmol) and DMAP (600 mg, 4.90 mmol) in MeCN (50 mL). The reaction mixture was stirred overnight at ambient temperature and the solvent was concentrated. The product was purified by MPLC using 50-90% EtOAc/Heptane on silica gel to provide the title compound as colorless oil. Yield: 182 mg (38%); 1H NMR (400 MHz, CDCl3) δ 1.... Reactants: C(C)(=O)O.C1(=CC=CC2=CC=CC=C12)OCCCCCCCCN(C)C (1-(1-naphthyloxy)-8-(N,N-dimethylamino)octane acetate), S(O)(O)(=O)=O (sulfuric acid). The solvent is O (water). Yields the product S(O)(O)(=O)=O.C1(=CC=CC2=CC=CC=C12)OCCCCCCCCN(C)C (1-(1-naphthyloxy)-8-(N,N-dimethylamino)octane bisulfate). RXN SMILES: C(O)(=O)C.[C:5]1([O:15][CH2:16][CH2:17][CH2:18][CH2:19][CH2:20][CH2:21][CH2:22][CH2:23][N:24]([CH3:26])[CH3:25])[C:14]2[C:9](=[CH:10][CH:11]=[CH:12][CH:13]=2)[CH:8]=[CH:7][CH:6]=1.[S:27](=[O:31])(=[O:30])([OH:29])[OH:28]>O>[S:27](=[O:29])(=[O:28])([OH:31])[OH:30].[C:5]1([O:15][CH2:16][CH2:17][CH2:18][CH2:19][CH2:20][CH2:21][CH2:22][CH2:23][N:24]([CH3:26])[CH3:25])[C:14]2[C:9](=[CH:10][CH:11]=[CH:12][CH:13]=2)[CH:8]=[CH:7][CH:6]=1 |f:0.1,4.5|. Reported procedure: 1-(1-naphthyloxy)-8-(N,N-dimethylamino)octane acetate (1.0 g) is dissolved in 50 ml water containing a stoichiometric equivalent of sulfuric acid, and the solution evaporated to dryness. The product is suspended in ethanol and filtered, air dried and recrystallized from methanol/acetone to yield 1-(1-naphthyloxy)-8-(N,N-dimethylamino)octane bisulfate. Starting materials: C1(=CC=CC=C1)CC(=O)NC1[C@@H]2N(C(=C(CS2=O)CSC)C(=O)OC(C2=CC=CC=C2)C2=CC=CC=C2)C1=O (benzhydryl 7-(2-phenylacetamido)-3-methylthiomethyl-3-cephem-4-carboxylate-1-oxide), CC(C)=CC (2-methyl-2-butene), C([O-])(O)=O.[Na+] (sodium bicarbonate), C(C)(=O)Br (acetyl bromide). Solvent: C(Cl)Cl (methylene chloride), O (water). Yields the product C1(=CC=CC=C1)CC(=O)NC1[C@@H]2N(C(=C(CS2)CSC)C(=O)OC(C2=CC=CC=C2)C2=CC=CC=C2)C1=O (benzhydryl 7-[2-phenylacetamido) -3-methylthiomethyl-3-cephem-4-carboxylate). Isolated yield 92.0%. RXN SMILES: [C:1]1([CH2:7][C:8]([NH:10][CH:11]2[C:38](=[O:39])[N:13]3[C:14]([C:22]([O:24][CH:25]([C:32]4[CH:37]=[CH:36][CH:35]=[CH:34][CH:33]=4)[C:26]4[CH:31]=[CH:30][CH:29]=[CH:28][CH:27]=4)=[O:23])=[C:15]([CH2:19][S:20][CH3:21])[CH2:16][S:17](=O)[C@H:12]23)=[O:9])[CH:6]=[CH:5][CH:4]=[CH:3][CH:2]=1.CC(=CC)C.C(Br)(=O)C.C(=O)(O)[O-].[Na+]>C(Cl)Cl.O>[C:1]1([CH2:7][C:8]([NH:10][CH:11]2[C:38](=[O:39])[N:13]3[C:14]([C:22]([O:24][CH:25]([C:26]4[CH:27]=[CH:28][CH:29]=[CH:30][CH:31]=4)[C:32]4[CH:33]=[CH:34][CH:35]=[CH:36][CH:37]=4)=[O:23])=[C:15]([CH2:19][S:20][CH3:21])[CH2:16][S:17][C@H:12]23)=[O:9])[CH:6]=[CH:5][CH:4]=[CH:3][CH:2]=1 |f:3.4|. Procedure details: To a solution of benzhydryl 7-(2-phenylacetamido)-3-methylthiomethyl-3-cephem-4-carboxylate-1-oxide (15.1 g) in methylene chloride (150 ml) was added 2-methyl-2-butene (5.7 ml), followed by adding dropwise acetyl bromide (5.2 ml) under ice-cooling and stirring for half an hour. After addition of water, the mixture was adjusted to pH about 5 with an aqueous solution of sodium bicarbonate, washed three times with an aqueous solution of sodium chloride, dried over anhydrous magnesium sulfate and th... Procedure details: To a solution of (1R,5S,6S)-2-[1-(4-carbamoyl-1,3-thiazol-2-yl)azetidin-3-yl]thio-6-[(R)-1-hydroxyethyl]-1-methylcarbapen-2-em-3-carboxylic acid sodium salt (357 mg, 0.80 mmol) (obtained as described in Example 3) in dimethylformamide (5 ml) was added ethyl iodide (357 mg, 2.40 mmol) at 0° C. under an atmosphere of nitrogen and the mixture was stirred for 1 hour. The mixture was further stirred for 2 hours while gradually raising the temperature to room temperature. At the end of this time, to t... Yield: 106.9%. Starting materials: [Na+].C(N)(=O)C=1N=C(SC1)N1CC(C1)SC=1[C@@H]([C@H]2N(C1C(=O)[O-])C([C@@H]2[C@@H](C)O)=O)C ((1R,5S,6S)-2-[1-(4-carbamoyl-1,3-thiazol-2-yl)azetidin-3-yl]thio-6-[(R)-1-hydroxyethyl]-1-methylcarbapen-2-em-3-carboxylic acid sodium salt), C(C)I (ethyl iodide), C(C)OCC (diethyl ether), C(C)(=O)OCC (ethyl acetate). Solvent: CN(C=O)C (dimethylformamide), CCCCCC (hexane), C(Cl)Cl (methylene chloride). Conditions: time 1 hour. RXN SMILES: [Na+].[C:2]([C:5]1[N:6]=[C:7]([N:10]2[CH2:13][CH:12]([S:14][C:15]3[C@H:16]([CH3:29])[C@@H:17]4[C@@H:24]([C@H:25]([OH:27])[CH3:26])[C:23](=[O:28])[N:18]4[C:19]=3[C:20]([O-:22])=[O:21])[CH2:11]2)[S:8][CH:9]=1)(=[O:4])[NH2:3].[CH2:30](I)[CH3:31].C(OCC)(=O)C.C(OCC)C>CN(C)C=O.C(Cl)Cl.CCCCCC>[C:2]([C:5]1[N:6]=[C:7]([N:10]2[CH2:13][CH:12]([S:14][C:15]3[C@H:16]([CH3:29])[C@@H:17]4[C@@H:24]([C@H:25]([OH:27])[CH3:26])[C:23](=[O:28])[N:18]4[C:19]=3[C:20]([O:22][CH2:30][CH3:31])=[O:21])[CH2:11]2)[S:8][CH:9]=1)(=[O:4])[NH2:3] |f:0.1|. Product: C(N)(=O)C=1N=C(SC1)N1CC(C1)SC=1[C@@H]([C@H]2N(C1C(=O)OCC)C([C@@H]2[C@@H](C)O)=O)C (ethyl (1R,5S,6S)-2-[1-(4-carbamoyl-1,3-thiazol-2-yl)azetidin-3-yl]thio-6-[(R)-1-hydroxyethyl]-1-methylcarbapen-2-em-3-carboxylate).